This data is from the Open Reaction Database (ORD), a public repository of structured organic reaction records. The task is: describe an organic reaction: reactants, conditions, products, and yield Starting materials: C(=O)(O)C1=CC=C(C=O)C=C1 (4-carboxybenzaldehyde), [N+](=O)([O-])CC (nitroethane), O (water). The solvent is C(CCC)N (butylamine). The product is C(=O)(O)C1=CC=C(C=C1)C=C(C)[N+](=O)[O-] (1-(4-carboxyphenyl)-2-nitropropene). As a reaction SMILES: [C:1]([C:4]1[CH:11]=[CH:10][C:7]([CH:8]=O)=[CH:6][CH:5]=1)([OH:3])=[O:2].O.[N+:13]([CH2:16][CH3:17])([O-:15])=[O:14]>C(N)CCC>[C:1]([C:4]1[CH:11]=[CH:10][C:7]([CH:8]=[C:16]([N+:13]([O-:15])=[O:14])[CH3:17])=[CH:6][CH:5]=1)([OH:3])=[O:2]. Reported procedure: A solution of 4-carboxybenzaldehyde (38.44 g) in nitroethane (360 ml) and butylamine (2 ml) was heated at reflux for 2 hours with azeotropic distillation of water using a Dean and Stark apparatus The solution was cooled to room temperature and the resulting solid was collected and recrystallised from isopropanol (250 ml) with hot filtration to give 1-(4-carboxyphenyl)-2-nitropropene (31.57 g) in the form of a yellow crystalline solid, m.p. 212°-214° C. Reactants: BrC1=C(C=C(C=C1)[C@H]1[C@@H]([C@H]([C@@H](C(O1)O)O)O)O)CC1=CC2=C(OCCO2)C=C1 ((3S,4R,5R,6S)-6-[4-bromo-3-(2,3-dihydro-benzo[1,4]dioxin-6-ylmethyl)-phenyl]-tetrahydro-pyran-2,3,4,5-tetraol), C(C)(=O)OC(C)=O (acetic anhydride). Run in N1=CC=CC=C1 (pyridine). Reaction conditions: time 2 hour. The product is C(C)(=O)O[C@@H]1C(O[C@H]([C@@H]([C@H]1OC(C)=O)OC(C)=O)C1=CC(=C(C=C1)Br)CC1=CC2=C(OCCO2)C=C1)OC(C)=O (acetic acid (3S,4R,5S,6S)-3,4,5-triacetoxy-6-[4-bromo-3-(2,3-dihydro-benzo[1,4]dioxin-6-ylmethyl)-phenyl]-tetrahydro-pyran-2-yl ester). Isolated yield 113.8%. RXN SMILES: [Br:1][C:2]1[CH:7]=[CH:6][C:5]([C@@H:8]2[O:13][CH:12]([OH:14])[C@@H:11]([OH:15])[C@H:10]([OH:16])[C@H:9]2[OH:17])=[CH:4][C:3]=1[CH2:18][C:19]1[CH:28]=[CH:27][C:22]2[O:23][CH2:24][CH2:25][O:26][C:21]=2[CH:20]=1.C(O[C:33](=[O:35])[CH3:34])(=O)C>N1C=CC=CC=1>[C:12]([O:15][C@H:11]1[C@H:10]([O:16][C:10](=[O:16])[CH3:9])[C@@H:9]([O:17][C:22](=[O:23])[CH3:21])[C@H:8]([C:5]2[CH:6]=[CH:7][C:2]([Br:1])=[C:3]([CH2:18][C:19]3[CH:28]=[CH:27][C:22]4[O:23][CH2:24][CH2:25][O:26][C:21]=4[CH:20]=3)[CH:4]=2)[O:13][CH:12]1[O:14][C:33](=[O:35])[CH3:34])(=[O:13])[CH3:11]. Procedure: To a cooled solution of (3S,4R,5R,6S)-6-[4-bromo-3-(2,3-dihydro-benzo[1,4]dioxin-6-ylmethyl)-phenyl]-tetrahydro-pyran-2,3,4,5-tetraol (4.7 g, 9.9 mmol) in pyridine (20 ml) was added acetic anhydride (8.1 g, 79.5 mmol) at 0° C. After complete addition reaction mixture was stirred at room temperature for 2 h. Pyridine was evaporated under reduced pressure. The resulting residue was taken in ethyl acetate and washed with aqueous 1 N sodium bisulfate solution followed by brine, dried over sodium sul... Reactants: COC(C1=C(C=CC=C1)OCCN1CCC(CC1)C1=CNC2=CC(=CC=C12)F)=O (2-{2-[4-(6-fluoro-1H-indol-3-yl)-piperidin-1-yl]-ethoxy}-benzoic acid methyl ester), crude mixture, [H-].[Na+] (NaH), C1(CC1)CBr (cyclopropylmethyl bromide). Product: C1(CC1)CN1C=C(C2=CC=C(C=C12)F)C1CCN(CC1)CCOC1=C(C(=O)O)C=CC=C1 (2-{2-[4-(1-cyclopropylmethyl-6-fluoro-1H-indol-3-yl)-piperidin-1-yl]-ethoxy}-benzoic acid). RXN SMILES: C[O:2][C:3](=[O:29])[C:4]1[CH:9]=[CH:8][CH:7]=[CH:6][C:5]=1[O:10][CH2:11][CH2:12][N:13]1[CH2:18][CH2:17][CH:16]([C:19]2[C:27]3[C:22](=[CH:23][C:24]([F:28])=[CH:25][CH:26]=3)[NH:21][CH:20]=2)[CH2:15][CH2:14]1.[H-].[Na+].[CH:32]1([CH2:35]Br)[CH2:34][CH2:33]1>>[CH:32]1([CH2:35][N:21]2[C:22]3[C:27](=[CH:26][CH:25]=[C:24]([F:28])[CH:23]=3)[C:19]([CH:16]3[CH2:15][CH2:14][N:13]([CH2:12][CH2:11][O:10][C:5]4[CH:6]=[CH:7][CH:8]=[CH:9][C:4]=4[C:3]([OH:2])=[O:29])[CH2:18][CH2:17]3)=[CH:20]2)[CH2:34][CH2:33]1 |f:1.2|. Procedure: This compound was prepared following the procedure described in Example 138 (part B) starting with 2 g (5.1 mmol) of 2-{2-[4-(6-fluoro-1H-indol-3-yl)-piperidin-1-yl]-ethoxy}-benzoic acid methyl ester, 0.51 g (12.8 mmol) of NaH 60% in mineral oil and 0.99 mL (10.2 mmol) of cyclopropylmethyl bromide. The crude mixture was hydrolised following the procedure described in Example 138 (part C) and purified by flash chromatography over silica gel affording 0.32 g (18% of yield) of the desired product. Reactants: COC(=O)c1ccc(OCCCCl)c(OC)c1, CC(=O)O, O, O=[N+]([O-])O. Product: COC(=O)c1cc(OC)c(OCCCCl)cc1[N+](=O)[O-]. As a reaction SMILES: [CH3:1][O:2][C:3]([c:4]1[cH:5][cH:6][c:7]([O:12][CH2:13][CH2:14][CH2:15][Cl:16])[c:8]([O:10][CH3:11])[cH:9]1)=[O:17].[CH3:23][C:24](=[O:25])[OH:26].[OH2:22].[OH:18][N+:19]([O-:20])=[O:21]>>[CH3:1][O:2][C:3]([c:4]1[c:5]([N+:19](=[O:18])[O-:20])[cH:6][c:7]([O:12][CH2:13][CH2:14][CH2:15][Cl:16])[c:8]([O:10][CH3:11])[cH:9]1)=[O:17]. Starting materials: C([O-])([O-])=O.[K+].[K+] (Potassium carbonate), C(OC1=C(C=C(C(=C1)O)F)C)(OC)=O ((4-fluoro-5-hydroxy-2-methylphenyl) methyl carbonate), Cl (hydrochloric acid). Solvent: CO (methanol). Conditions: temperature 50 celsius. Product: FC1=C(C=C(C(=C1)C)O)O (2-fluoro-5-hydroxy-4-methylphenol). Yield: 70.7%. Reaction SMILES: C(=O)([O-])[O-].[K+].[K+].C(=O)(OC)[O:8][C:9]1[CH:14]=[C:13]([OH:15])[C:12]([F:16])=[CH:11][C:10]=1[CH3:17].Cl>CO>[F:16][C:12]1[CH:11]=[C:10]([CH3:17])[C:9]([OH:8])=[CH:14][C:13]=1[OH:15] |f:0.1.2|. Reported procedure: Potassium carbonate (870 mg, 6.3 mmol) was added to a solution of (4-fluoro-5-hydroxy-2-methylphenyl) methyl carbonate (1.2 g, 6 mmol) in methanol (20 ml) and the mixture was heated at 50° C. for 1 hour. The mixture was allowed to cool, adjusted to pH3 with hydrochloric acid and extracted with ethyl acetate. The combined extracts were washed with brine, dried (MgSO4) and the volatiles removed by evaporation. The residue was purified by column chromatography eluting with petroleum ether/ethyl ace... Starting materials: Brc1ccc(Br)c2ccccc12, CCCCCC, CC1CCCC1=O, [Cl-], [NH4+], C1CCOC1. Product: CC1CCCC1(O)c1ccc(Br)c2ccccc12. Reaction SMILES: [Br:1][c:2]1[cH:3][cH:4][c:5]([Br:12])[c:6]2[cH:7][cH:8][cH:9][cH:10][c:11]12.[CH3:13][CH2:14][CH2:15][CH2:16][CH2:17][CH3:18].[CH3:19][CH:20]1[C:21](=[O:25])[CH2:22][CH2:23][CH2:24]1.[Cl-:26].[NH4+:27].[O:28]1[CH2:29][CH2:30][CH2:31][CH2:32]1>>[c:2]1([C:21]2([OH:25])[CH:20]([CH3:19])[CH2:24][CH2:23][CH2:22]2)[cH:3][cH:4][c:5]([Br:12])[c:6]2[cH:7][cH:8][cH:9][cH:10][c:11]12.